Dataset: the Open Reaction Database (ORD), a public repository of structured organic reaction records. Task: describe an organic reaction: reactants, conditions, products, and yield Starting materials: CC1=CC=C2C(=N1)C=CS2 (5-Methylthieno[3,2-b]pyridine), Cl(=O)(=O)(=O)[O-].C1CC[N+]=2CCCC12 (1,2,3,5,6,7-hexahydro-pyrrolizinium perchlorate), Cl (HCl), C(C)(C)NC(C)C (diisopropylamine), [Li]CCCC (nBuLi). Run in C1CCOC1 (THF). Reaction conditions: time 20 minute. The product is C1CCN2CCCC12C1C=C2N(C=CC=C2S1)C (2-(Hexahydro-1H-7a-pyrrolizinyl)-4-methylthieno[3,2-b]pyridine). Yield: 31.9%. As a reaction SMILES: C[C:2]1[N:7]=[C:6]2[CH:8]=[CH:9][S:10][C:5]2=[CH:4][CH:3]=1.[CH:11](NC(C)C)(C)C.[Li]CCCC.Cl([O-])(=O)(=O)=O.[CH2:28]1[C:35]2[CH2:34][CH2:33][CH2:32][N+:31]=2[CH2:30][CH2:29]1.Cl>C1COCC1>[CH2:28]1[C:35]2([CH:9]3[S:10][C:5]4[C:6]([N:7]([CH3:11])[CH:2]=[CH:3][CH:4]=4)=[CH:8]3)[N:31]([CH2:32][CH2:33][CH2:34]2)[CH2:30][CH2:29]1 |f:3.4|. Procedure details: 5-Methylthieno[3,2-b]pyridine (285 mg, 1.91 mmol, prepared according to Gronowitz et al., Acta Chemica Scandinavica B, 29:233-238 (1975)), diisopropylamine (270 uL, 1.91 mmol) and nBuLi (2.5 M in hexanes, 765 uL, 1.91 mmol) were combined in THF (8 mL). After 20 minutes of stirring, 1,2,3,5,6,7-hexahydro-pyrrolizinium perchlorate from Example 15a (200 mg, 0.95 mmol) was added. The mixture was allowed to warm to ambient temperature and 2 N aqueous HCl was added. The reaction mixture was washed wit... Reactants: ClC1=NC2=CC=CC=C2C(=N1)Cl (2,4-dichloroquinazoline), NCC1(COC1)N (3-(aminomethyl)oxetan-3-amine), S1(CCNCC2=C1C=CC=C2)(=O)=O (2,3,4,5-tetrahydro-1,4-benzothiazepine 1,1-dioxide). Product: NC1(COC1)CNC1=NC(=NC2=CC=CC=C12)N1CCS(C2=C(C1)C=CC=C2)(=O)=O (N-[(3-Aminooxetan-3-yl)methyl]-2-(1,1-dioxido-2,3-dihydro-1,4-benzothiazepin-4(5H)-yl)quinazolin-4-amine). As a reaction SMILES: Cl[C:2]1[N:11]=[C:10](Cl)[C:9]2[C:4](=[CH:5][CH:6]=[CH:7][CH:8]=2)[N:3]=1.[NH2:13][CH2:14][C:15]1([NH2:19])[CH2:18][O:17][CH2:16]1.[S:20]1(=[O:32])(=[O:31])[C:26]2[CH:27]=[CH:28][CH:29]=[CH:30][C:25]=2[CH2:24][NH:23][CH2:22][CH2:21]1>>[NH2:19][C:15]1([CH2:14][NH:13][C:10]2[C:9]3[C:4](=[CH:5][CH:6]=[CH:7][CH:8]=3)[N:3]=[C:2]([N:23]3[CH2:24][C:25]4[CH:30]=[CH:29][CH:28]=[CH:27][C:26]=4[S:20](=[O:32])(=[O:31])[CH2:21][CH2:22]3)[N:11]=2)[CH2:18][O:17][CH2:16]1. Procedure details: The title compound was prepared in analogy to Example 57-1 in Scheme 23 by using 2,4-dichloroquinazoline, 3-(aminomethyl)oxetan-3-amine and 2,3,4,5-tetrahydro-1,4-benzothiazepine 1,1-dioxide. MS obsd. (ESI+) [(M+H)+] 426, 1H NMR (400 MHz, CD3OD) δ ppm 7.98-7.93 (m, 1 H), 7.91-7.88 (m, 2 H), 7.64-7.60 (m, 1 H), 7.57-7.51 (m, 1 H), 7.48-7.41 (m, 2 H), 7.15-7.11 (m, 1 H), 5.24 (s, 2 H), 4.67-4.54 (m, 6 H), 4.09 (s, 2 H), 3.55-3.50 (m, 2 H). The reactants are C(C=CC1=CC=CC=C1)(=O)Cl (cinnamoyl chloride), Cl.OC(C[N+](C)(C)C)CC([O-])=O (carnitine hydrochloride), CCOCC (ether). Run in CC(=O)C (acetone), C(=O)(C(F)(F)F)O (CF3COOH). Conditions: time 4.5 hour. The product is Cl.C(C=CC1=CC=CC=C1)(=O)C(O)(C[N+](C)(C)C)CC([O-])=O (Cinnamoyl carnitine hydrochloride). The yield is 70.0%. RXN SMILES: Cl.[OH:2][CH:3]([CH2:9][C:10](=[O:12])[O-:11])[CH2:4][N+:5]([CH3:8])([CH3:7])[CH3:6].[C:13]([Cl:23])(=[O:22])[CH:14]=[CH:15][C:16]1[CH:21]=[CH:20][CH:19]=[CH:18][CH:17]=1.CCOCC>C(O)(C(F)(F)F)=O.CC(C)=O>[ClH:23].[C:13]([C:3]([CH2:9][C:10](=[O:11])[O-:12])([CH2:4][N+:5]([CH3:8])([CH3:6])[CH3:7])[OH:2])(=[O:22])[CH:14]=[CH:15][C:16]1[CH:21]=[CH:20][CH:19]=[CH:18][CH:17]=1 |f:0.1,6.7|. Procedure details: 4.55 g (0.023 moles) of carnitine hydrochloride are dissolved in 6.9 mls of CF3COOH, and to the solution an excess (16 mls) of cinnamoyl chloride is added. The mixture is kept under stirring at 40°-45° C. for 4-5 hours. At the end of this period of time, the mixture is diluted with 60 mls of acetone and some ether is slowly added till complete precipitation. The mixture is filtered and the precipitate which has the tendency to become hygroscopic is quickly washed with ether and dried under vacuu... Reactants: CCOC(C)=O, O=C(Cl)Cl, CC(Oc1ccccc1Cl)c1nnc(N)s1. Yields the product CC(Oc1ccccc1Cl)c1nnc(N=C=O)s1. RXN SMILES: [CH2:21]([O:22][C:23](=[O:24])[CH3:25])[CH3:26].[Cl:1][C:2]([Cl:3])=[O:4].[Cl:5][c:6]1[c:7]([O:8][CH:9]([CH3:10])[c:11]2[n:12][n:13][c:14]([NH2:16])[s:15]2)[cH:17][cH:18][cH:19][cH:20]1>>[C:2](=[O:4])=[N:16][c:14]1[n:13][n:12][c:11]([CH:9]([O:8][c:7]2[c:6]([Cl:5])[cH:20][cH:19][cH:18][cH:17]2)[CH3:10])[s:15]1.